The task is: describe an organic reaction: reactants, conditions, products, and yield. This data is from the Open Reaction Database (ORD), a public repository of structured organic reaction records. The reactants are O=C(O)C(=O)N1CCC(Cc2ccc(F)cc2)CC1, Nc1ccc2c(c1)CS(=O)(=O)N2. Product: O=C(Nc1ccc2c(c1)CS(=O)(=O)N2)C(=O)N1CCC(Cc2ccc(F)cc2)CC1. RXN SMILES: [F:1][c:2]1[cH:3][cH:4][c:5]([CH2:6][CH:7]2[CH2:8][CH2:9][N:10]([C:13]([C:14](=[O:15])[OH:16])=[O:17])[CH2:11][CH2:12]2)[cH:18][cH:19]1.[NH2:20][c:21]1[cH:22][cH:23][c:24]2[c:25]([cH:31]1)[CH2:26][S:27](=[O:29])(=[O:30])[NH:28]2>>[F:1][c:2]1[cH:3][cH:4][c:5]([CH2:6][CH:7]2[CH2:8][CH2:9][N:10]([C:13]([C:14](=[O:16])[NH:20][c:21]3[cH:22][cH:23][c:24]4[c:25]([cH:31]3)[CH2:26][S:27](=[O:29])(=[O:30])[NH:28]4)=[O:17])[CH2:11][CH2:12]2)[cH:18][cH:19]1. Reactants: CC(OCC)=O (EA), Cl.NC(COCC1=C(C(=O)O)C=CC=C1)CC1=CC=CC=C1 (2-((2-Amino-3-phenylpropoxy)methyl)benzoic acid hydrochloride), C1COC(=O)N1P(=O)(N2CCOC2=O)Cl (BOP-Cl), CCN(C(C)C)C(C)C (DIPEA). The solvent is CC#N (CH3CN). Reaction conditions: temperature 0 celsius, time 30 minute. Product: C(C1=CC=CC=C1)C1COCC2=C(C(N1)=O)C=CC=C2 (4-Benzyl-4,5-dihydro-1H-benzo[f][1,4]oxazocin-6(3H)-one). Yield: 30.1%. RXN SMILES: Cl.[NH2:2][CH:3]([CH2:16][C:17]1[CH:22]=[CH:21][CH:20]=[CH:19][CH:18]=1)[CH2:4][O:5][CH2:6][C:7]1[CH:15]=[CH:14][CH:13]=[CH:12][C:8]=1[C:9](O)=[O:10].CCN(C(C)C)C(C)C.C1N(P(Cl)(N2C(=O)OCC2)=O)C(=O)OC1.CC(=O)OCC>CC#N>[CH2:16]([CH:3]1[NH:2][C:9](=[O:10])[C:8]2[CH:12]=[CH:13][CH:14]=[CH:15][C:7]=2[CH2:6][O:5][CH2:4]1)[C:17]1[CH:22]=[CH:21][CH:20]=[CH:19][CH:18]=1 |f:0.1|. Procedure details: To a solution of compound 1c (28 g, 87 mmol) obtained above in CH3CN (1.5 L) was added DIPEA (68 g, 520 mmol) at 0° C., followed by BOP-Cl (70 g, 275 mmol). The resulting mixture was stirred at 0° C. for 30 min and then warmed to rt overnight. The solid was removed by filtration and the filtrate was concentrated in vacuo. The residue was dissolved in EA, washed with 2N HCl and dried over anhydrous Na2SO4. Concentration in vacuo and purification by CC eluting with PE:EA=1:2 gave compound 1d as a ...